This data is from the Open Reaction Database (ORD), a public repository of structured organic reaction records. The task is: describe an organic reaction: reactants, conditions, products, and yield The reactants are C(C(=O)O)(=O)O (oxalic acid), CC=1C(CC(C1CC)=C)O[Si](C)(C)C(C)(C)C ((RS)-2-methyl-4-methylidene-3-ethyl-1-t-butyldimethylsilyloxy-2-cyclopentene), ice, [F-].C(CCC)[N+](CCCC)(CCCC)CCCC.O1CCCC1 (tetrabutylammonium fluoride tetrahydrofuran). Solvent: O1CCCC1 (tetrahydrofuran). Product: CC=1C(CC(C1CC)=C)O ((RS)-2-methyl-4-methylidene-3-ethylcyclopent-2-en-1-ol). Isolated yield 91.3%. As a reaction SMILES: [CH3:1][C:2]1[CH:3]([O:10][Si](C(C)(C)C)(C)C)[CH2:4][C:5](=[CH2:9])[C:6]=1[CH2:7][CH3:8].[F-].C([N+](CCCC)(CCCC)CCCC)CCC.O1CCCC1.C(O)(=O)C(O)=O>O1CCCC1>[CH3:1][C:2]1[CH:3]([OH:10])[CH2:4][C:5](=[CH2:9])[C:6]=1[CH2:7][CH3:8] |f:1.2.3|. Procedure details: After 4.0 g of (RS)-2-methyl-4-methylidene-3-ethyl-1-t-butyldimethylsilyloxy-2-cyclopentene was dissolved in 35 ml of dry tetrahydrofuran, 17.5 ml of a 1M tetrabutylammonium fluoride/tetrahydrofuran solution was added under cooling and stirred at ambient temperatures for twelve hours. The reaction solution was then added to 100 ml of an ice-cooled 5% aqueous oxalic acid, and extracted with diethyl ether (300 ml×3 times). The combined ether layer was washed successively with a saturated sodium hy... The reactants are O (water), Cl (hydrochloric acid), ClC1=C(C(=O)OC2CCCC2)C=C(C(=C1)F)[N+](=O)[O-] (cyclopentyl 2-chloro-4-fluoro-5-nitrobenzoate). Reagents/catalysts: [Fe] (iron). The solvent is C(C)O (ethanol), C(C)O (ethanol). Reaction conditions: temperature 75 celsius, time 2 hour. Product: NC=1C(=CC(=C(C(=O)OC2CCCC2)C1)Cl)F (cyclopentyl 5-amino-2-chloro-4-fluorobenzoate). RXN SMILES: O.Cl.[Cl:3][C:4]1[CH:17]=[C:16]([F:18])[C:15]([N+:19]([O-])=O)=[CH:14][C:5]=1[C:6]([O:8][CH:9]1[CH2:13][CH2:12][CH2:11][CH2:10]1)=[O:7]>C(O)C.[Fe]>[NH2:19][C:15]1[C:16]([F:18])=[CH:17][C:4]([Cl:3])=[C:5]([CH:14]=1)[C:6]([O:8][CH:9]1[CH2:13][CH2:12][CH2:11][CH2:10]1)=[O:7]. Procedure: 71 g of iron powder are placed in 190 ml of ethanol, 50 ml of water and 5 ml of 32% hydrochloric acid while stirring and the whole is heated to 75° C. (internal temperature). A warm solution of 100 g of cyclopentyl 2-chloro-4-fluoro-5-nitrobenzoate in 50 ml of ethanol is added dropwise to this mixture. The reaction mixture is stirred at 70°-75° C. (internal temperature) for a further 2 hours, cooled, after cooling suction filtered over Celite and the residue on the suction filter is rinsed with ... The reactants are CI (methyl iodide), O=C1N(C(C2=CC=CC=C12)=O)CCC1=CNC2=CC=C(C=C12)CNS(=O)(=O)C(F)(F)F (N-[[3-[2-(1,3-dihydro-1,3-dioxo-2H-isoindol-2-yl)ethyl]-1H-indol-5-yl]methyl]-trifluoromethanesulphonamide), [H-].[Na+] (sodium hydride). Solvent: CN(C=O)C (dimethylformamide). Product: O=C1N(C(C2=CC=CC=C12)=O)CCC1=CNC2=CC=C(C=C12)CN(S(=O)(=O)C(F)(F)F)C (N-[[3-[2-(1,3-Dihydro-1,3-dioxo-2H-isoindol-2-yl)ethyl]-1H-indol-5-yl]methyl]-N-methyltrifluoromethanesulphonamide), 60. As a reaction SMILES: [O:1]=[C:2]1[C:10]2[C:5](=[CH:6][CH:7]=[CH:8][CH:9]=2)[C:4](=[O:11])[N:3]1[CH2:12][CH2:13][C:14]1[C:22]2[C:17](=[CH:18][CH:19]=[C:20]([CH2:23][NH:24][S:25]([C:28]([F:31])([F:30])[F:29])(=[O:27])=[O:26])[CH:21]=2)[NH:16][CH:15]=1.[H-].[Na+].[CH3:34]I>CN(C)C=O>[O:1]=[C:2]1[C:10]2[C:5](=[CH:6][CH:7]=[CH:8][CH:9]=2)[C:4](=[O:11])[N:3]1[CH2:12][CH2:13][C:14]1[C:22]2[C:17](=[CH:18][CH:19]=[C:20]([CH2:23][N:24]([CH3:34])[S:25]([C:28]([F:30])([F:31])[F:29])(=[O:27])=[O:26])[CH:21]=2)[NH:16][CH:15]=1 |f:1.2|. Procedure: In a similar manner to that described in Example 10(i), N-[[3-[2-(1,3-dihydro-1,3-dioxo-2H-isoindol-2-yl)ethyl]-1H-indol-5-yl]methyl]-trifluoromethanesulphonamide (1.04 g), sodium hydride (80%, 0.72 g) and methyl iodide (0.6 ml) in dimethylformamide (15 ml) gave the title compound (0.51 g) as a yellow solid m.p. 131°-3° after column chromatography on kieselgel 60 (80 g) eluted with ether/cyclohexane (4:1). Reactants: N(N)C1=CC(N(C(N1CC(C)C)=O)C)=O (6-hydrazino-1-isobutyl-3-methylpyrimidine-2,4(1H,3H)-dione), ClC=1C=C2C(=NNC2=CC1)C=O (5-chloro-1H-indazole-3-carbaldehyde), C(=O)C1=CC(=CN1C)C(=O)O (5-formyl-1-methyl-1H-pyrrole-3-carboxylic acid). Product: ClC=1C=C2C(=NNC2=CC1)CN1N=C2N(C(N(C(C2=C1C1=CC(=CN1C)C(=O)O)=O)C)=O)CC(C)C (5-{2-[(5-chloro-1H-indazol-3-yl)methyl]-7-isobutyl-5-methyl-4,6-dioxo-4,5,6,7-tetrahydro-2H-pyrazolo[3,4-d]pyrimidin-3-yl}-1-methyl-1H-pyrrole-3-carboxylic acid). RXN SMILES: [NH:1]([C:3]1[N:8]([CH2:9][CH:10]([CH3:12])[CH3:11])[C:7](=[O:13])[N:6]([CH3:14])[C:5](=[O:15])[CH:4]=1)[NH2:2].[Cl:16][C:17]1[CH:18]=[C:19]2[C:23](=[CH:24][CH:25]=1)[NH:22][N:21]=[C:20]2[CH:26]=O.[CH:28]([C:30]1[N:34]([CH3:35])[CH:33]=[C:32]([C:36]([OH:38])=[O:37])[CH:31]=1)=O>>[Cl:16][C:17]1[CH:18]=[C:19]2[C:23](=[CH:24][CH:25]=1)[NH:22][N:21]=[C:20]2[CH2:26][N:2]1[C:28]([C:30]2[N:34]([CH3:35])[CH:33]=[C:32]([C:36]([OH:38])=[O:37])[CH:31]=2)=[C:4]2[C:3]([N:8]([CH2:9][CH:10]([CH3:11])[CH3:12])[C:7](=[O:13])[N:6]([CH3:14])[C:5]2=[O:15])=[N:1]1. Procedure: This compound was made following the procedure described above, starting with 6-hydrazino-1-isobutyl-3-methylpyrimidine-2,4(1H,3H)-dione, and condensing first with 5-chloro-1H-indazole-3-carbaldehyde, followed by 5-formyl-1-methyl-1H-pyrrole-3-carboxylic acid. Mass: 510.13 (M+H). The reactants are C1OC=2C=C(C=CC2O1)N1C(NC=2C1=NC=CC2)=O (1,3-dihydro-3-(3,4-methylenedioxyphenyl)imidazo[4,5-b]pyridin-2-one), C=O (formaldehyde). Yields the product OCN1C(N(C2=NC=CC=C21)C2=CC1=C(C=C2)OCO1)=O (1,3-Dihydro-1-hydroxymethyl-3-(3,4-methylenedioxyphenyl)imidazo[4,5-b]pyridin-2-one). As a reaction SMILES: [CH2:1]1[O:9][C:8]2[CH:7]=[CH:6][C:5]([N:10]3[C:14]4=[N:15][CH:16]=[CH:17][CH:18]=[C:13]4[NH:12][C:11]3=[O:19])=[CH:4][C:3]=2[O:2]1.[CH2:20]=[O:21]>>[OH:21][CH2:20][N:12]1[C:13]2[C:14](=[N:15][CH:16]=[CH:17][CH:18]=2)[N:10]([C:5]2[CH:6]=[CH:7][C:8]3[O:9][CH2:1][O:2][C:3]=3[CH:4]=2)[C:11]1=[O:19]. Procedure details: A mixture of 500 mg. of 1,3-dihydro-3-(3,4-methylenedioxyphenyl)imidazo[4,5-b]pyridin-2-one and 30 ml. of 37% formaldehyde was heated on the steam bath for 1.5 hours. The hot solution was treated with decolorizing carbon, filtered, and the filtrate was treated with 2 ml. of 2.5 N sodium hydroxide and 30 ml. of water. The precipitate was collected: 400 mg. of 1,3-dihydro-1-hydroxymethyl-3-(3,4-methylenedioxyphenyl)imidazo[4,5-b]pyridin-2-one, m.p. 268° C. Reactants: FC(F)(F)c1cccnc1-c1ccc(Br)cc1, O=[N+]([O-])O, O=S(=O)(O)O. The product is O=[N+]([O-])c1cc(-c2ncccc2C(F)(F)F)ccc1Br. Reaction SMILES: [Br:1][c:2]1[cH:3][cH:4][c:5](-[c:8]2[n:9][cH:10][cH:11][cH:12][c:13]2[C:14]([F:15])([F:16])[F:17])[cH:6][cH:7]1.[OH:18][N+:19]([O-:20])=[O:21].[S:22](=[O:23])(=[O:24])([OH:25])[OH:26]>>[Br:1][c:2]1[cH:3][cH:4][c:5](-[c:8]2[n:9][cH:10][cH:11][cH:12][c:13]2[C:14]([F:15])([F:16])[F:17])[cH:6][c:7]1[N+:19](=[O:18])[O-:20]. The reactants are NCCCC#CC=1C(=NC(=NC1)Cl)NCCC (5-(5-amino-1-pentyn-1-yl)-2-chloro-N-propylpyrimidin-4-amine), C(=O)(OC(C)(C)C)N([C@@H](C)C(=O)O)C (N-Boc-N-methyl-L-alanine), Cl.C(C)N=C=NCCCN(C)C (1-ethyl-3-(3-dimethylaminopropyl)carbodiimide hydrochloride), C(C)(C)N(C(C)C)CC (N,N-diisopropylethylamine), C([O-])([O-])=O.[Na+].[Na+] (sodium carbonate). The solvent is CN(C=O)C (N,N-dimethylformamide), C(C)(=O)OCC (ethyl acetate). Run at time 8 hour. Yields the product ClC1=NC=C(C(=N1)NCCC)C#CCCCNC([C@H](C)N(C(OC(C)(C)C)=O)C)=O ((S)-tert-butyl (1-((5-(2-chloro-4-(propylamino)pyrimidin-5-yl)-4-pentyn-1-yl)amino)-1-oxopropan-2-yl)(methyl)carbamate). The yield is 113.4%. Reaction SMILES: [NH2:1][CH2:2][CH2:3][CH2:4][C:5]#[C:6][C:7]1[C:8]([NH:14][CH2:15][CH2:16][CH3:17])=[N:9][C:10]([Cl:13])=[N:11][CH:12]=1.[C:18]([N:25]([CH3:31])[C@H:26]([C:28](O)=[O:29])[CH3:27])([O:20][C:21]([CH3:24])([CH3:23])[CH3:22])=[O:19].Cl.C(N=C=NCCCN(C)C)C.C(N(CC)C(C)C)(C)C.C(=O)([O-])[O-].[Na+].[Na+]>CN(C)C=O.C(OCC)(=O)C>[Cl:13][C:10]1[N:9]=[C:8]([NH:14][CH2:15][CH2:16][CH3:17])[C:7]([C:6]#[C:5][CH2:4][CH2:3][CH2:2][NH:1][C:28](=[O:29])[C@@H:26]([N:25]([CH3:31])[C:18](=[O:19])[O:20][C:21]([CH3:22])([CH3:24])[CH3:23])[CH3:27])=[CH:12][N:11]=1 |f:2.3,5.6.7|. Procedure: To a solution of 5-(5-amino-1-pentyn-1-yl)-2-chloro-N-propylpyrimidin-4-amine (K2, 505 mg) and N-Boc-N-methyl-L-alanine (270 mg) in N,N-dimethylformamide (5 mL), 1-ethyl-3-(3-dimethylaminopropyl)carbodiimide hydrochloride (635 mg) and N,N-diisopropylethylamine (378 μL) were added at room temperature, and the mixture was stirred overnight at the same temperature. To the reaction mixture, saturated aqueous sodium carbonate and ethyl acetate were added. The organic layer was separated, washed with ...